From a dataset of the Open Reaction Database (ORD), a public repository of structured organic reaction records. describe an organic reaction: reactants, conditions, products, and yield The reactants are solution, C(C)(C)[N-]C(C)C.[Li+] (lithium diisopropylamide), C12C(C3CC(CC(C1)C3)C2)=O (adamantanone), N1N=C(N=C1)CC1=CC=C(C#N)C=C1 (4-[1-(1,2,4-triazolyl)methyl]benzonitrile), O (water). Run in O1CCCC1 (tetrahydrofuran), O1CCCC1 (tetrahydrofuran). Run at time 0.5 hour. Yields the product OC1(C2CC3CC(CC1C3)C2)C(C2=NNC=N2)C2=CC=C(C#N)C=C2 (4-(2-hydroxyadamant-2-yl-1(1,2,4-triazolyl)methyl]benzonitrile). The yield is 99.1%. As a reaction SMILES: [NH:1]1[CH:5]=[N:4][C:3]([CH2:6][C:7]2[CH:14]=[CH:13][C:10]([C:11]#[N:12])=[CH:9][CH:8]=2)=[N:2]1.C([N-]C(C)C)(C)C.[Li+].[CH:23]12[CH2:32][CH:27]3[CH2:28][CH:29]([CH2:31][CH:25]([CH2:26]3)[C:24]1=[O:33])[CH2:30]2.O>O1CCCC1>[OH:33][C:24]1([CH:6]([C:7]2[CH:14]=[CH:13][C:10]([C:11]#[N:12])=[CH:9][CH:8]=2)[C:3]2[N:4]=[CH:5][NH:1][N:2]=2)[CH:23]2[CH2:32][CH:27]3[CH2:28][CH:29]([CH2:31][CH:25]1[CH2:26]3)[CH2:30]2 |f:1.2|. Reported procedure: 5 g of 4-[1-(1,2,4-triazolyl)methyl]benzonitrile is dissolved in 100 ml of tetrahydrofuran and combined at -50° with 19.8 ml of 1.5-molar solution of lithium diisopropylamide in tetrahydrofuran, stirred for 0.5 hour, further stirred with 4.25 g of adamantanone for 1 hour at -70°, and heated to 25°. Then water is added, the mixture is extracted twice with ethyl acetate, washed neutral with water, dried over sodium sulfate, and concentrated to dryness under vacuum, yielding 9 g of crude 4-(2-hydro...